Dataset: the Open Reaction Database (ORD), a public repository of structured organic reaction records. Task: describe an organic reaction: reactants, conditions, products, and yield Reactants: Cc1ccc(S(=O)(=O)OC2CCOCC2)cc1, CN(C)C=O, Cc1c(C(=O)C2CCCCC2)oc2ccc(O)cc12, [K+], [K+], [K+], O, O=P([O-])([O-])[O-]. Product: Cc1c(C(=O)C2CCCCC2)oc2ccc(OC3CCOCC3)cc12. Reaction SMILES: [CH3:28][c:29]1[cH:30][cH:31][c:32]([S:33]([O:34][CH:39]2[CH2:40][CH2:41][O:42][CH2:43][CH2:44]2)(=[O:35])=[O:36])[cH:37][cH:38]1.[CH3:46][N:47]([CH3:48])[CH:49]=[O:50].[CH:1]1([C:7](=[O:8])[c:9]2[o:10][c:11]3[c:12]([c:13]2[CH3:14])[cH:15][c:16]([OH:19])[cH:17][cH:18]3)[CH2:2][CH2:3][CH2:4][CH2:5][CH2:6]1.[K+:25].[K+:26].[K+:27].[OH2:45].[P:20]([O-:21])([O-:22])([O-:23])=[O:24]>>[CH:1]1([C:7](=[O:8])[c:9]2[o:10][c:11]3[c:12]([c:13]2[CH3:14])[cH:15][c:16]([O:19][CH:39]2[CH2:40][CH2:41][O:42][CH2:43][CH2:44]2)[cH:17][cH:18]3)[CH2:2][CH2:3][CH2:4][CH2:5][CH2:6]1. Starting materials: IC1=C(C=CC=C1)C (2-iodotoluene), C(C#C)N1CCCCC1 (N-(2-propynyl)piperidine). The reagents and catalysts are Cl[Pd-2](P(C1=CC=CC=C1)(C1=CC=CC=C1)C1=CC=CC=C1)(P(C1=CC=CC=C1)(C1=CC=CC=C1)C1=CC=CC=C1)Cl (dichlorobis(triphenylphosphino)palladium(II)), [Cu]I (copper(I) iodide). Run in C(C)NCC (diethylamine). Yields the product C1(=C(C=CC=C1)C#CCN1CCCCC1)C (1-(3-o-Tolyl-2-propynyl)piperidine). The yield is 62.3%. Reaction SMILES: I[C:2]1[CH:7]=[CH:6][CH:5]=[CH:4][C:3]=1[CH3:8].[CH2:9]([N:12]1[CH2:17][CH2:16][CH2:15][CH2:14][CH2:13]1)[C:10]#[CH:11]>C(NCC)C.Cl[Pd-2](Cl)(P(C1C=CC=CC=1)(C1C=CC=CC=1)C1C=CC=CC=1)P(C1C=CC=CC=1)(C1C=CC=CC=1)C1C=CC=CC=1.[Cu]I>[C:3]1([CH3:8])[CH:4]=[CH:5][CH:6]=[CH:7][C:2]=1[C:11]#[C:10][CH2:9][N:12]1[CH2:17][CH2:16][CH2:15][CH2:14][CH2:13]1. Reported procedure: A mixture of 2-iodotoluene (6.54 g), N-(2-propynyl)piperidine (3.69 g), dichlorobis(triphenylphosphino)palladium(II) (0.05 g) and copper(I) iodide (0.1 g) in dry diethylamine (50 ml) was heated under reflux for 5 hours. The solvent was removed under reduced pressure and the residue was taken up in diethyl ether and washed with water. The organic phase was dried over magnesium sulfate and concentrated completely under reduced pressure. Distillation of the residue under reduced pressure gave 3.98 ... Reactants: FC(C=1C=C(OC2=CC=C(C=C2)CCC(N)=N)C=CC1)(F)F (3-(4-(3-(trifluoromethyl) phenoxy)phenyl)propanimidamide), OC=C(C(=O)OC)CC=1C=NC(=NC1)OC (methyl 3-hydroxy-2-((2-methoxypyrimidin-5-yl)methyl)acrylate), C(C)(=O)[O-].[K+] (potassium acetate). The solvent is C1(=CC=CC=C1)C (toluene). The product is COC1=NC=C(C=N1)CC=1C(N=C(NC1)CCC1=CC=C(C=C1)OC1=CC(=CC=C1)C(F)(F)F)=O (5-((2-methoxypyrimidin-5-yl)methyl)-2-(4-(3-(trifluoromethyl)phenoxy)phenethyl)pyrimidin-4(1H)-one). Yield: 64.3%. As a reaction SMILES: [F:1][C:2]([F:22])([F:21])[C:3]1[CH:4]=[C:5]([CH:18]=[CH:19][CH:20]=1)[O:6][C:7]1[CH:12]=[CH:11][C:10]([CH2:13][CH2:14][C:15](=[NH:17])[NH2:16])=[CH:9][CH:8]=1.[OH:23][CH:24]=[C:25]([CH2:30][C:31]1[CH:32]=[N:33][C:34]([O:37][CH3:38])=[N:35][CH:36]=1)[C:26](OC)=O.C([O-])(=O)C.[K+]>C1(C)C=CC=CC=1>[CH3:38][O:37][C:34]1[N:33]=[CH:32][C:31]([CH2:30][C:25]2[C:24](=[O:23])[N:17]=[C:15]([CH2:14][CH2:13][C:10]3[CH:9]=[CH:8][C:7]([O:6][C:5]4[CH:18]=[CH:19][CH:20]=[C:3]([C:2]([F:21])([F:22])[F:1])[CH:4]=4)=[CH:12][CH:11]=3)[NH:16][CH:26]=2)=[CH:36][N:35]=1 |f:2.3|. Reported procedure: The same procedure as E38 from a mixture of 3-(4-(3-(trifluoromethyl) phenoxy)phenyl)propanimidamide (200 mg, 0.580 mmol), methyl 3-hydroxy-2-((2-methoxypyrimidin-5-yl)methyl)acrylate (130 mg, 0.580 mmol) and potassium acetate (171 mg, 1.740 mmol) in toluene (10 mL) to afford the title compound (180 mg, 61.1% yield) as a yellow solid. LCMS: rt=8.88 min, [M+H+]=483. As a reaction SMILES: [Br:6][c:7]1[n:8][cH:9][cH:10][cH:11][n:12]1.[CH3:27][CH2:28][O:29][C:30](=[O:31])[CH3:32].[Cu:33][I:34].[OH2:35].[cH:13]1[cH:14][c:15]2[cH:16][cH:17][c:18]3[c:19]([c:20]2[n:21][cH:22]1)[n:23][cH:24][cH:25][cH:26]3.[nH:1]1[n:2][cH:3][cH:4][cH:5]1>>[n:1]1(-[c:7]2[n:8][cH:9][cH:10][cH:11][n:12]2)[n:2][cH:3][cH:4][cH:5]1. Yields the product c1cnc(-n2cccn2)nc1. The reactants are Brc1ncccn1, CCOC(C)=O, [Cu]I, O, c1cnc2c(c1)ccc1cccnc12, c1cn[nH]c1. Starting materials: C(C)OC(=O)C1(CCN(CC1)S(=O)(=O)C1=C(C=CC=C1)Cl)CCOC (1-(2-chloro-benzenesulfonyl)-4-(2-methoxy-ethyl)-piperidine-4-carboxylic acid ethyl ester), [Cl-].C[Al+]C (dimethylaluminium chloride), ClC=1C=C(CN)C=CC1 (3-chloro-benzylamine). The solvent is C1(=CC=CC=C1)C (toluene). Yields the product ClC1=C(C=CC=C1)S(=O)(=O)N1CCC2(CCN(C2=O)CC2=CC(=CC=C2)Cl)CC1 (8-(2-Chloro-benzenesulfonyl)-2-(3-chloro-benzyl)-2,8-diaza-spiro[4.5]decan-1-one). As a reaction SMILES: C(O[C:4]([C:6]1([CH2:22][CH2:23]OC)[CH2:11][CH2:10][N:9]([S:12]([C:15]2[CH:20]=[CH:19][CH:18]=[CH:17][C:16]=2[Cl:21])(=[O:14])=[O:13])[CH2:8][CH2:7]1)=[O:5])C.[Cl-].C[Al+]C.[Cl:30][C:31]1[CH:32]=[C:33]([CH:36]=[CH:37][CH:38]=1)[CH2:34][NH2:35]>C1(C)C=CC=CC=1>[Cl:21][C:16]1[CH:17]=[CH:18][CH:19]=[CH:20][C:15]=1[S:12]([N:9]1[CH2:10][CH2:11][C:6]2([C:4](=[O:5])[N:35]([CH2:34][C:33]3[CH:36]=[CH:37][CH:38]=[C:31]([Cl:30])[CH:32]=3)[CH2:23][CH2:22]2)[CH2:7][CH2:8]1)(=[O:13])=[O:14] |f:1.2|. Procedure details: This material was prepared in analogy to example 1 step D) from 1-(2-chloro-benzenesulfonyl)-4-(2-methoxy-ethyl)-piperidine-4-carboxylic acid ethyl ester, dimethylaluminium chloride in toluene and 3-chloro-benzylamine. MS (ESI): 453.1 (MH+). Reactants: N1C(=CC=C1)C=O (2-pyrrolecarbaldehyde), ClC1=NC=CC=N1 (2-chloropyrimidine), C([O-])([O-])=O.[Cs+].[Cs+] (cesium carbonate), CN1C(CCC1)=O (N-methylpyrrolidone). Solvent: O (Water). Run at temperature 130 celsius, time 13 hour. The product is N1=C(N=CC=C1)N1C(=CC=C1)C=O (1-(2-pyrimidinyl)-1H-pyrrole-2-carbaldehyde). The yield is 27.2%. RXN SMILES: [NH:1]1[CH:5]=[CH:4][CH:3]=[C:2]1[CH:6]=[O:7].Cl[C:9]1[N:14]=[CH:13][CH:12]=[CH:11][N:10]=1.C(=O)([O-])[O-].[Cs+].[Cs+].CN1CCCC1=O>O>[N:10]1[CH:11]=[CH:12][CH:13]=[N:14][C:9]=1[N:1]1[CH:5]=[CH:4][CH:3]=[C:2]1[CH:6]=[O:7] |f:2.3.4|. Reported procedure: A mixture of 1.9 g of 2-pyrrolecarbaldehyde, 2.3 g of 2-chloropyrimidine, 7.8 g of cesium carbonate and 20 ml of N-methylpyrrolidone was stirred at 130° C. for 13 hours, and then allowed to cool to room temperature. Water was poured into the reaction mixture, and the mixture was extracted with ethyl acetate two times. The organic layers were combined, washed successively with water and an aqueous saturated sodium chloride solution, dried over anhydrous sodium sulfate, and concentrated under redu...